Dataset: the Open Reaction Database (ORD), a public repository of structured organic reaction records. Task: describe an organic reaction: reactants, conditions, products, and yield The reactants are C1N(CCC2=CC=CC=C12)CC(CNC(=O)C=1C=C(C=CC1)C1CN(CC1)C(=O)OC(C)(C)C)O (tert-butyl 3-(3-((3-(3,4-dihydroisoquinolin-2(1H)-yl)-2-hydroxypropyl)carbamoyl)phenyl)pyrrolidine-1-carboxylate), C(=O)(C(F)(F)F)O (TFA). The solvent is C(Cl)Cl (CH2Cl2). Run at temperature 29 celsius, time 2 hour. The product is C1N(CCC2=CC=CC=C12)CC(CNC(C1=CC(=CC=C1)C1CNCC1)=O)O (N-(3-(3,4-dihydroisoquinolin-2(1H)-yl)-2-hydroxypropyl)-3-(pyrrolidin-3-yl)benzamide). Isolated yield 25.1%. RXN SMILES: [CH2:1]1[C:10]2[C:5](=[CH:6][CH:7]=[CH:8][CH:9]=2)[CH2:4][CH2:3][N:2]1[CH2:11][CH:12]([OH:35])[CH2:13][NH:14][C:15]([C:17]1[CH:18]=[C:19]([CH:23]2[CH2:27][CH2:26][N:25](C(OC(C)(C)C)=O)[CH2:24]2)[CH:20]=[CH:21][CH:22]=1)=[O:16].C(O)(C(F)(F)F)=O>C(Cl)Cl>[CH2:1]1[C:10]2[C:5](=[CH:6][CH:7]=[CH:8][CH:9]=2)[CH2:4][CH2:3][N:2]1[CH2:11][CH:12]([OH:35])[CH2:13][NH:14][C:15](=[O:16])[C:17]1[CH:22]=[CH:21][CH:20]=[C:19]([CH:23]2[CH2:27][CH2:26][NH:25][CH2:24]2)[CH:18]=1. Procedure: To a solution of tert-butyl 3-(3-((3-(3,4-dihydroisoquinolin-2(1H)-yl)-2-hydroxypropyl)carbamoyl)phenyl)pyrrolidine-1-carboxylate (400 mg, 0.83 mmol) in CH2Cl2 (5 mL) was added TFA (1 mL) at 29° C. The mixture was stirred for 2 h at 29° C. The mixture was concentrated and the residue was purified by prep-HPLC to give the title compound (79.1 mg, Yield 25.0%). 1H NMR (CD3OD, 400 MHz): δ 7.75-7.93 (m, 2H), 7.45-7.62 (m, 2H), 7.17-7.37 (m, 4H), 4.45-4.74 (m, 2H), 4.40 (dd, J=6.3, 3.3 Hz, 1H), 3.71-... The reactants are C(=O)(O)[C@H]1C[C@@H](SC1)C(C)(C)S (trans-4-carboxy-2-(1-mercapto-1-methylethyl)tetrahydrothiophene), C(C)O (ethanol), C([O-])(O)=O.[Na+] (sodium bicarbonate). Reagents/catalysts: S(O)(O)(=O)=O (sulfuric acid). Run at time 1.5 hour. Product: C(C)OC(=O)[C@H]1C[C@@H](SC1)C(C)(C)S (trans-4-ethoxycarbonyl-2-(1-mercapto-1-methylethyl)tetrahydrothiophene). Reaction SMILES: [C:1]([C@@H:4]1[CH2:8][S:7][C@@H:6]([C:9]([SH:12])([CH3:11])[CH3:10])[CH2:5]1)([OH:3])=[O:2].C(=O)(O)[O-].[Na+].[CH2:18](O)[CH3:19]>S(=O)(=O)(O)O>[CH2:18]([O:2][C:1]([C@@H:4]1[CH2:8][S:7][C@@H:6]([C:9]([SH:12])([CH3:10])[CH3:11])[CH2:5]1)=[O:3])[CH3:19] |f:1.2|. Reported procedure: To a stirred solution of trans-4-carboxy-2-(1-mercapto-1-methylethyl)tetrahydrothiophene (compound No. 8-1, 50 mg) in ethanol (3 ml), one drop of concentrated sulfuric acid was added under nitrogen atmosphere and the mixture was stirred for 1.5 hours. After cooling, the reaction mixture was week alkalized with aqueous sodium bicarbonate solution and extracted with ethyl acetate. The organic layer was washed with saturated sodium chloride solution, dried over anhydrous sodium sulfate and concentr... Procedure details: Into a 2.0 Lt four necked round bottomed flask equipped with a mechanical stirrer, reflux condenser and thermometer socket are charged 48% (w/w) hydrobromic acid (1000 g) and 6,7-dimethoxy-4(3H)-quinazolinone (100 g). Slowly heated the reaction mass to reach 110° C. and maintained for 1 hour at the same temperature. Then raised mass temperature to reach reflux condition and refluxed for 12 hours. Monitored the completion of the reaction by TLC. Then cooled the reaction mass to 25-35° C. and filt... Starting materials: Br (hydrobromic acid), COC=1C=C2C(NC=NC2=CC1OC)=O (6,7-dimethoxy-4(3H)-quinazolinone). Product: OC=1C=C2C(NC=NC2=CC1O)=O (6,7-dihydroxy-4(3H)-quinazolinone). Run at temperature 30 celsius, time 12.5 minute. Yield: 98.6%. As a reaction SMILES: Br.C[O:3][C:4]1[CH:5]=[C:6]2[C:11](=[CH:12][C:13]=1[O:14]C)[N:10]=[CH:9][NH:8][C:7]2=[O:16]>>[OH:3][C:4]1[CH:5]=[C:6]2[C:11](=[CH:12][C:13]=1[OH:14])[N:10]=[CH:9][NH:8][C:7]2=[O:16]. Starting materials: CN(C)c1ccncc1, CC1CNCC(C)O1, O=S(=O)(Cl)Cl, ClCCl. Yields the product CC1CN(S(=O)(=O)Cl)CC(C)O1. Reaction SMILES: [CH3:14][N:15]([CH3:16])[c:17]1[cH:18][cH:19][n:20][cH:21][cH:22]1.[CH3:6][CH:7]1[O:8][CH:9]([CH3:13])[CH2:10][NH:11][CH2:12]1.[Cl:1][S:2]([Cl:3])(=[O:4])=[O:5].[Cl:23][CH2:24][Cl:25]>>[Cl:1][S:2](=[O:4])(=[O:5])[N:11]1[CH2:10][CH:9]([CH3:13])[O:8][CH:7]([CH3:6])[CH2:12]1. Starting materials: CCOC(=O)c1cc2cc(Br)ccc2[nH]1, Cc1ccccc1, CCO, OB(O)c1ccc(C(F)(F)F)cc1, [K+], [K+], [K+], [Na+], O=C([O-])O, CC(=O)[O-], CC(=O)[O-], O=P([O-])([O-])[O-], [Pd+2], Cc1ccccc1P(c1ccccc1C)c1ccccc1C. Yields the product CCOC(=O)c1cc2cc(-c3ccc(C(F)(F)F)cc3)ccc2[nH]1. Reaction SMILES: [CH2:1]([CH3:2])[O:3][C:4](=[O:5])[c:6]1[nH:7][c:8]2[cH:9][cH:10][c:11]([Br:15])[cH:12][c:13]2[cH:14]1.[CH3:73][c:74]1[cH:75][cH:76][cH:77][cH:78][cH:79]1.[CH3:80][CH2:81][OH:82].[F:16][C:17]([c:18]1[cH:19][cH:20][c:21]([B:24]([OH:25])[OH:26])[cH:22][cH:23]1)([F:27])[F:28].[K+:34].[K+:35].[K+:36].[Na+:63].[O-:59][C:60]([OH:61])=[O:62].[O-:65][C:66]([CH3:67])=[O:68].[O-:69][C:70]([CH3:71])=[O:72].[P:29]([O-:30])([O-:31])([O-:32])=[O:33].[Pd+2:64].[c:37]1([CH3:38])[cH:39][cH:40][cH:41][cH:42][c:43]1[P:44]([c:45]1[cH:46][cH:47][cH:48][cH:49][c:50]1[CH3:51])[c:52]1[cH:53][cH:54][cH:55][cH:56][c:57]1[CH3:58]>>[CH2:1]([CH3:2])[O:3][C:4](=[O:5])[c:6]1[nH:7][c:8]2[cH:9][cH:10][c:11](-[c:21]3[cH:20][cH:19][c:18]([C:17]([F:16])([F:27])[F:28])[cH:23][cH:22]3)[cH:12][c:13]2[cH:14]1. The reactants are [Al+3], C1CCOC1, CC1Cc2sccc2C(=O)N1, [H-], [H-], [H-], [H-], [Li+], [Na+], [OH-], O. The product is CC1Cc2sccc2CN1. RXN SMILES: [Al+3:2].[CH2:18]1[O:19][CH2:20][CH2:21][CH2:22]1.[CH3:7][CH:8]1[CH2:9][c:10]2[c:11]([cH:15][cH:16][s:17]2)[C:12](=[O:14])[NH:13]1.[H-:1].[H-:4].[H-:5].[H-:6].[Li+:3].[Na+:24].[OH-:23].[OH2:25]>>[CH3:7][CH:8]1[CH2:9][c:10]2[c:11]([cH:15][cH:16][s:17]2)[CH2:12][NH:13]1. Reactants: CC(C)([O-])C.[K+] (potassium tert.-butoxide), CN(C)P(=O)(N(C)C)N(C)C (hexamethylphosphorotriamide), CC(C)([O-])C.[K+] (potassium tert.-butoxide), ClCCCCSCC1=NC=CC=C1 (pyrid-2-ylmethyl 4-chlorobutyl sulphide), O (water). Solvent: O1CCCC1 (tetrahydrofuran), O1CCCC1 (tetrahydrofuran), C(C)OCC (diethyl ether). Run at time 45 minute. Yields the product N1=C(C=CC=C1)C1SCCCC1 (2-(Pyrid-2-yl)-tetrahydrothiopyran). Yield: 74.3%. As a reaction SMILES: Cl[CH2:2][CH2:3][CH2:4][CH2:5][S:6][CH2:7][C:8]1[CH:13]=[CH:12][CH:11]=[CH:10][N:9]=1.CC(C)([O-])C.[K+].CN(P(N(C)C)(N(C)C)=O)C.O>O1CCCC1.C(OCC)C>[N:9]1[CH:10]=[CH:11][CH:12]=[CH:13][C:8]=1[CH:7]1[CH2:2][CH2:3][CH2:4][CH2:5][S:6]1 |f:1.2|. Procedure: A solution of pyrid-2-ylmethyl 4-chlorobutyl sulphide (82 g) in anhydrous tetrahydrofuran (100 cc) is added dropwise, in the course of 15 minutes and whilst keeping the temperature below 30° C., to a solution of potassium tert.-butoxide (66 g) in a mixture of anhydrous hexamethylphosphorotriamide (100 cc) and anhydrous tetrahydrofuran (530 cc). After stirring for 1 hour at a temperature of about 20° C., potassium tert.-butoxide (20 g) is added and stirring is continued for 45 minutes at the same...